This data is from the Open Reaction Database (ORD), a public repository of structured organic reaction records. The task is: describe an organic reaction: reactants, conditions, products, and yield Reactants: C(C1=CC=CC=C1)(=O)Cl (benzoyl chloride), C(O)([O-])=O.[Na+] (sodium hydrogen carbonate), [Li+].CC(C)[N-]C(C)C.C1CCOC1 (LDA THF), C(C1=CC=CC=C1)OC=1C=CC=2C[C@@H]3[C@@]4(CC[C@@H]([C@H]5[C@@]4(C2C1O5)CCN3CC3CC3)N3C(CCC3)=O)O (1-(3-benzyloxy-17-cyclopropylmethyl-4,5α-epoxy-14-hydroxy-morphinan-6α-yl)-pyrrolidin-2-one). Run in C1CCOC1 (THF). Run at time 1 hour. Product: C(C1=CC=CC=C1)OC=1C=CC=2C[C@@H]3[C@@]4(CC[C@@H]([C@H]5[C@@]4(C2C1O5)CCN3CC3CC3)N3C(C(CC3)C(C3=CC=CC=C3)=O)=O)O (1-(3-benzyloxy-17-cyclopropylmethyl-4,5α-epoxy-14-hydroxy-morphinan-6α-yl)-3-benzoyl-pyrrolidin-2-one), crude product. Reaction SMILES: [CH2:1]([O:8][C:9]1[CH:10]=[CH:11][C:12]2[CH2:13][C@H:14]3[N:26]([CH2:27][CH:28]4[CH2:30][CH2:29]4)[CH2:25][CH2:24][C@:20]45[C:21]=2[C:22]=1[O:23][C@H:19]4[C@@H:18]([N:31]1[CH2:35][CH2:34][CH2:33][C:32]1=[O:36])[CH2:17][CH2:16][C@@:15]35[OH:37])[C:2]1[CH:7]=[CH:6][CH:5]=[CH:4][CH:3]=1.[Li+].CC([N-]C(C)C)C.C1COCC1.[C:51](Cl)(=[O:58])[C:52]1[CH:57]=[CH:56][CH:55]=[CH:54][CH:53]=1.C(=O)([O-])O.[Na+]>C1COCC1>[CH2:1]([O:8][C:9]1[CH:10]=[CH:11][C:12]2[CH2:13][C@H:14]3[N:26]([CH2:27][CH:28]4[CH2:29][CH2:30]4)[CH2:25][CH2:24][C@:20]45[C:21]=2[C:22]=1[O:23][C@H:19]4[C@@H:18]([N:31]1[CH2:35][CH2:34][CH:33]([C:51](=[O:58])[C:52]2[CH:57]=[CH:56][CH:55]=[CH:54][CH:53]=2)[C:32]1=[O:36])[CH2:17][CH2:16][C@@:15]35[OH:37])[C:2]1[CH:3]=[CH:4][CH:5]=[CH:6][CH:7]=1 |f:1.2.3,5.6|. Reported procedure: In 10 mL of THF, 482 mg (0.96 mmol) of 1-(3-benzyloxy-17-cyclopropylmethyl-4,5α-epoxy-14-hydroxy-morphinan-6α-yl)-pyrrolidin-2-one obtained in Example 36-1 was dissolved, and 6.9 mL (2.89 mmol) of 0.42 N LDA/THF solution was added thereto at −78° C., followed by stirring the mixture for 1 hour. Thereafter, 0.22 mL (1.92 mmol) of benzoyl chloride was added and the mixture was stirred for 2 hours. Aqueous saturated sodium hydrogen carbonate solution was then added to the reaction mixture, and the ... The reactants are C1(=CC=CC=C1)C(N1C=NC(=C1)CCCO)(C1=CC=CC=C1)C1=CC=CC=C1 (1-(triphenylmethyl)-4-[3-hydroxypropyl]imidazole), [NH+]1(CCOCC1)[O-] (morpholine oxide), C(C)#N (acetonitrile). Reagents/catalysts: [Ru](=O)(=O)(=O)[O-].C(CC)[N+](CCC)(CCC)CCC (tetrapropylammonium perruthenate). Solvent: ClCCl (dichloromethane). Yields the product C1(=CC=CC=C1)C(N1C=NC(=C1)CCC=O)(C1=CC=CC=C1)C1=CC=CC=C1 (3-(1-triphenylmethyl-4-imidazolyl)propionaldehyde). Reaction SMILES: [C:1]1([C:7]([C:23]2[CH:28]=[CH:27][CH:26]=[CH:25][CH:24]=2)([C:17]2[CH:22]=[CH:21][CH:20]=[CH:19][CH:18]=2)[N:8]2[CH:12]=[C:11]([CH2:13][CH2:14][CH2:15][OH:16])[N:10]=[CH:9]2)[CH:6]=[CH:5][CH:4]=[CH:3][CH:2]=1.[NH+]1([O-])CCOCC1.C(#N)C>[Ru]([O-])(=O)(=O)=O.C([N+](CCC)(CCC)CCC)CC.ClCCl>[C:23]1([C:7]([C:1]2[CH:6]=[CH:5][CH:4]=[CH:3][CH:2]=2)([C:17]2[CH:18]=[CH:19][CH:20]=[CH:21][CH:22]=2)[N:8]2[CH:12]=[C:11]([CH2:13][CH2:14][CH:15]=[O:16])[N:10]=[CH:9]2)[CH:28]=[CH:27][CH:26]=[CH:25][CH:24]=1 |f:3.4|. Procedure details: A mixture of 1 g (2.72 mmol) of 1-(triphenylmethyl)-4-[3-hydroxypropyl]imidazole, 0.55 g (4.07 mmol; 1.5 equivalents) of morpholine oxide and 1.36 g of powdered 4 Å molecular sieve in an anhydrous mixture of acetonitrile and dichloromethane (10:4) is stirred at room temperature under nitrogen. 0.047 g (0.135 mmol; 5 mol %) of tetrapropylammonium perruthenate (VII) is added in a single portion and the mixture is stirred at room temperature for 48 hours. The reaction mixture is filtered through si... The reactants are O=C1N(CCC1)C(NCCSC1=NC=CC=C1)=O (2-oxo-1-[[2-(pyridin-2-ylthio)ethyl]carbamoyl]pyrrolidine), C1=CC(=CC(=C1)Cl)C(=O)OO (m-CPBA). Run in C(Cl)Cl (CH2Cl2). Reaction conditions: time 1.5 hour. Product: O=C1N(CCC1)C(NCCS(=O)C1=NC=CC=C1)=O (2-Oxo-1-[[2-(pyridin-2-ylsulfinyl)ethyl]carbamoyl]pyrrolidine). Yield: 43.8%. RXN SMILES: [O:1]=[C:2]1[CH2:6][CH2:5][CH2:4][N:3]1[C:7](=[O:18])[NH:8][CH2:9][CH2:10][S:11][C:12]1[CH:17]=[CH:16][CH:15]=[CH:14][N:13]=1.C1C=C(Cl)C=C(C(OO)=[O:27])C=1>C(Cl)Cl>[O:1]=[C:2]1[CH2:6][CH2:5][CH2:4][N:3]1[C:7](=[O:18])[NH:8][CH2:9][CH2:10][S:11]([C:12]1[CH:17]=[CH:16][CH:15]=[CH:14][N:13]=1)=[O:27]. Reported procedure: To a solution of 2.0 g (7.54 mmol) of 2-oxo-1-[[2-(pyridin-2-ylthio)ethyl]carbamoyl]pyrrolidine in 35 ml of CH2Cl2 was added 1.63 g (7.54 mmol) of m-CPBA (content 80%) under ice-cooling. Then the mixture was stirred for 1.5 hr. at room temperature. The reaction solution was washed with aqueous NaHCO3 and water. After drying, the solvent was removed by evaporration. The residue was refined by silica gel column chromatography, then the crystalline objective compound was obtained from the eluate wi... Starting materials: Cl, COC(=O)CC(c1ccccc1)n1cnc2c(N3CCC(C(=O)NC4=NCCCN4)CC3)cccc21. Yields the product O=C(O)CC(c1ccccc1)n1cnc2c(N3CCC(C(=O)NC4=NCCCN4)CC3)cccc21. RXN SMILES: [ClH:37].[c:1]1([CH:7]([CH2:8][C:9](=[O:10])[O:11][CH3:12])[n:13]2[cH:14][n:15][c:16]3[c:17]2[cH:18][cH:19][cH:20][c:21]3[N:22]2[CH2:23][CH2:24][CH:25]([C:28](=[O:29])[NH:30][C:31]3=[N:36][CH2:35][CH2:34][CH2:33][NH:32]3)[CH2:26][CH2:27]2)[cH:2][cH:3][cH:4][cH:5][cH:6]1>>[c:1]1([CH:7]([CH2:8][C:9](=[O:10])[OH:11])[n:13]2[cH:14][n:15][c:16]3[c:17]2[cH:18][cH:19][cH:20][c:21]3[N:22]2[CH2:23][CH2:24][CH:25]([C:28](=[O:29])[NH:30][C:31]3=[N:36][CH2:35][CH2:34][CH2:33][NH:32]3)[CH2:26][CH2:27]2)[cH:2][cH:3][cH:4][cH:5][cH:6]1. As a reaction SMILES: [CH3:1][C:2]([CH3:3])([CH3:4])[c:5]1[cH:6][c:7]([CH:16]=[C:17]2[C:18](=[O:23])[NH:19][C:20](=[S:22])[S:21]2)[cH:8][c:9]([C:12]([CH3:13])([CH3:14])[CH3:15])[c:10]1[OH:11].[CH3:24][C:25]1=[C:36]([C:37]([O:38][CH2:39][CH3:40])=[O:41])[CH2:35][C:29]([C:30]([O:31][CH2:32][CH3:33])=[O:34])=[C:27]([CH3:28])[NH:26]1.[CH3:42][c:43]1[cH:44][cH:45][cH:46][cH:47][cH:48]1>>[CH3:1][C:2]([CH3:3])([CH3:4])[c:5]1[cH:6][c:7]([CH2:16][CH:17]2[C:18](=[O:23])[NH:19][C:20](=[S:22])[S:21]2)[cH:8][c:9]([C:12]([CH3:13])([CH3:14])[CH3:15])[c:10]1[OH:11]. The reactants are CC(C)(C)c1cc(C=C2SC(=S)NC2=O)cc(C(C)(C)C)c1O, CCOC(=O)C1=C(C)NC(C)=C(C(=O)OCC)C1, Cc1ccccc1. The product is CC(C)(C)c1cc(CC2SC(=S)NC2=O)cc(C(C)(C)C)c1O. Reactants: Cn1c2c(c3ccccc31)C(=O)C(C[N+](C)(C)C)CC2, [I-], [Na+], [Na+], O=C([O-])[O-], O. Product: C=C1CCc2c(c3ccccc3n2C)C1=O. Reaction SMILES: [CH3:2][N+:3]([CH2:4][CH:5]1[CH2:6][CH2:7][c:8]2[n:9]([CH3:19])[c:10]3[cH:11][cH:12][cH:13][cH:14][c:15]3[c:16]2[C:17]1=[O:18])([CH3:20])[CH3:21].[I-:1].[Na+:22].[Na+:23].[O-:24][C:25](=[O:26])[O-:27].[OH2:28]>>[CH2:4]=[C:5]1[CH2:6][CH2:7][c:8]2[n:9]([CH3:19])[c:10]3[cH:11][cH:12][cH:13][cH:14][c:15]3[c:16]2[C:17]1=[O:18].